This data is from the Open Reaction Database (ORD), a public repository of structured organic reaction records. The task is: describe an organic reaction: reactants, conditions, products, and yield Starting materials: C([O-])([O-])=O.[Na+].[Na+] (sodium carbonate), C1(=CC=CC=C1)B(O)O (phenyl boronic acid), tetrakistriphenylphosphine palladium (0), C(C)(=O)OCC (ethyl acetate), NC1=C(C#N)C=C(C=C1)Br (2-amino-5-bromo-benzonitrile). Run in O (water), O1CCOCC1 (dioxane). Conditions: temperature 100 celsius, time 3 hour. Product: NC1=C(C=C(C=C1)C1=CC=CC=C1)C#N (4-amino-biphenyl-3-carbonitrile). The yield is 73.8%. RXN SMILES: [NH2:1][C:2]1[CH:9]=[CH:8][C:7](Br)=[CH:6][C:3]=1[C:4]#[N:5].C(=O)([O-])[O-].[Na+].[Na+].[C:17]1(B(O)O)[CH:22]=[CH:21][CH:20]=[CH:19][CH:18]=1.C(OCC)(=O)C>O1CCOCC1.O>[NH2:1][C:2]1[CH:9]=[CH:8][C:7]([C:17]2[CH:22]=[CH:21][CH:20]=[CH:19][CH:18]=2)=[CH:6][C:3]=1[C:4]#[N:5] |f:1.2.3|. Procedure: A mixture of 2-amino-5-bromo-benzonitrile (4.0 g, 0.0203 mole) in 55 mL of dioxane was treated with sodium carbonate (7.1 g) in 55 mL of water, phenyl boronic acid (2.72 g, 0.0223 mole), and tetrakistriphenylphosphine palladium (0) (0.235 g). the mixture was heated to 100° C. with stirring under an atmosphere of argon for 3 h., cooled to room temperature, poured into ethyl acetate, washed with 1M HCl, then brine, dried, evaporated and purified by chromatography to give 2.91 g of 4-amino-biphenyl... The reactants are BrC=1C=NC=C(C(=O)O)C1 (5-Bromonicotinic acid), C1=CN(C=N1)C(=O)N2C=CN=C2 (CDI), [BH4-].[Na+] (NaBH4). Solvent: C1CCOC1 (THF). Reaction conditions: temperature 50 celsius, time 2 hour. The product is BrC=1C=C(C=NC1)CO ((5-bromo-pyridin-3-yl)-methanol). RXN SMILES: [Br:1][C:2]1[CH:3]=[N:4][CH:5]=[C:6]([CH:10]=1)[C:7](O)=[O:8].C1N=CN(C(N2C=NC=C2)=O)C=1.[BH4-].[Na+]>C1COCC1>[Br:1][C:2]1[CH:10]=[C:6]([CH2:7][OH:8])[CH:5]=[N:4][CH:3]=1 |f:2.3|. Reported procedure: 5-Bromonicotinic acid (3.44 g, 17.0 mmol) is placed in THF (40 mL), combined with CDI (3.00 g, 18.5 mmol) and stirred for 2 h at 50° C. Then while cooling with ice the reaction mixture is poured onto an aqueous NaBH4 solution (600 mg, 15.9 mmol in 100 mL H2O), stirred for 3 d at RT and extracted 7× with DCM. The combined organic phases are dried on Na2SO4, filtered and evaporated down using the rotary evaporator. The (5-bromo-pyridin-3-yl)-methanol thus obtained (HPLC-MS: tRet.=0.21 min; MS (M+H...